This data is from the Open Reaction Database (ORD), a public repository of structured organic reaction records. The task is: describe an organic reaction: reactants, conditions, products, and yield Reactants: NC1=CC=C(CC2=NC=3N(C(N(C(C3N2)=O)CC2=C(C=CC=C2)F)=O)CCCC)C=C1 (8-(4-amino-benzyl)-3-butyl-1-(2-fluorobenzyl)-3,7-dihydro-purine-2,6-dione), COC=1C=C(C(=O)Cl)C=CC1OC (3,4-dimethoxy-benzoyl chloride). The solvent is N1=CC=CC=C1 (pyridine). Conditions: time 1 hour. Yields the product C(CCC)N1C(N(C(C=2NC(=NC12)CC1=CC=C(C=C1)NC(C1=CC(=C(C=C1)OC)OC)=O)=O)CC1=C(C=CC=C1)F)=O (N-{4-[3-Butyl-1-(2-fluorobenzyl)-2,6-dioxo-2,3,6,7-tetrahydro-1H-purin-8-ylmethyl]-phenyl}-3,4-dimethoxy-benzamide). RXN SMILES: [NH2:1][C:2]1[CH:31]=[CH:30][C:5]([CH2:6][C:7]2[NH:15][C:14]3[C:13](=[O:16])[N:12]([CH2:17][C:18]4[CH:23]=[CH:22][CH:21]=[CH:20][C:19]=4[F:24])[C:11](=[O:25])[N:10]([CH2:26][CH2:27][CH2:28][CH3:29])[C:9]=3[N:8]=2)=[CH:4][CH:3]=1.[CH3:32][O:33][C:34]1[CH:35]=[C:36]([CH:40]=[CH:41][C:42]=1[O:43][CH3:44])[C:37](Cl)=[O:38]>N1C=CC=CC=1>[CH2:26]([N:10]1[C:9]2[N:8]=[C:7]([CH2:6][C:5]3[CH:4]=[CH:3][C:2]([NH:1][C:37](=[O:38])[C:36]4[CH:40]=[CH:41][C:42]([O:43][CH3:44])=[C:34]([O:33][CH3:32])[CH:35]=4)=[CH:31][CH:30]=3)[NH:15][C:14]=2[C:13](=[O:16])[N:12]([CH2:17][C:18]2[CH:23]=[CH:22][CH:21]=[CH:20][C:19]=2[F:24])[C:11]1=[O:25])[CH2:27][CH2:28][CH3:29]. Reported procedure: To a solution of 8-(4-amino-benzyl)-3-butyl-1-(2-fluorobenzyl)-3,7-dihydro-purine-2,6-dione (prepared as described in example 72) in pyridine (1 mL) was added 3,4-dimethoxy-benzoyl chloride (Aldrich) (13 mg, 0.06 mmol). The reaction was stirred at room temperature for 1 h and then concentrated under reduced pressure. The residue was purified by reverse phase HPLC to afford the product. LCMS, m/z(M+H)=586.33. The reactants are Cl.O.N1CCC(CC1)=O (4-piperidone monohydrate hydrochloride), FC(C(=O)O)(F)F (trifluoroacetic acid), O.N (ammonia water), C1(=CC=CC=C1)N1C=CC2=CC=CC=C12 (1-phenyl-1H-indole). The solvent is C(C)(=O)O (acetic acid). Reaction conditions: temperature 120 celsius, time 30 minute. Yields the product C1(=CC=CC=C1)N1C=C(C2=CC=CC=C12)C=1CCNCC1 (1-Phenyl-3-(1,2,3,6-tetrahydro-4-pyridyl)-1H-indole). The yield is 63.0%. Reaction SMILES: Cl.O.[NH:3]1[CH2:8][CH2:7][C:6](=O)[CH2:5][CH2:4]1.FC(F)(F)C(O)=O.[C:17]1([N:23]2[C:31]3[C:26](=[CH:27][CH:28]=[CH:29][CH:30]=3)[CH:25]=[CH:24]2)[CH:22]=[CH:21][CH:20]=[CH:19][CH:18]=1.O.N>C(O)(=O)C>[C:17]1([N:23]2[C:31]3[C:26](=[CH:27][CH:28]=[CH:29][CH:30]=3)[C:25]([C:6]3[CH2:5][CH2:4][NH:3][CH2:8][CH:7]=3)=[CH:24]2)[CH:18]=[CH:19][CH:20]=[CH:21][CH:22]=1 |f:0.1.2,5.6|. Procedure details: To a heated (110° C.) mixture of 4-piperidone monohydrate hydrochloride (8.2 g), acetic acid (15 mL) and trifluoroacetic acid (30 mL) was added 1-phenyl-1H-indole (3.1 g) under nitrogen atmosphere over a period of 25 min. The mixture was stirred for 30 minutes at 120° C., then cooled and poured into ice. This was neutralized with conc. ammonia water under cooling and the product was extracted thrice with ethyl acetate. The combined extract was washed with water followed by saturated aqueous sodi...